This data is from the Open Reaction Database (ORD), a public repository of structured organic reaction records. The task is: describe an organic reaction: reactants, conditions, products, and yield The reactants are O=C(OCc1ccccc1)N1CCC(CO)CC1, CS(=O)(=O)Cl, ClCCl. The product is CS(=O)(=O)OCC1CCN(C(=O)OCc2ccccc2)CC1. As a reaction SMILES: [CH2:6]([c:7]1[cH:8][cH:9][cH:10][cH:11][cH:12]1)[O:13][C:14](=[O:15])[N:16]1[CH2:17][CH2:18][CH:19]([CH2:22][OH:23])[CH2:20][CH2:21]1.[CH3:1][S:2](=[O:3])(=[O:4])[Cl:5].[Cl:24][CH2:25][Cl:26]>>[CH3:1][S:2](=[O:3])(=[O:4])[O:23][CH2:22][CH:19]1[CH2:18][CH2:17][N:16]([C:14]([O:13][CH2:6][c:7]2[cH:8][cH:9][cH:10][cH:11][cH:12]2)=[O:15])[CH2:21][CH2:20]1.